This data is from the Open Reaction Database (ORD), a public repository of structured organic reaction records. The task is: describe an organic reaction: reactants, conditions, products, and yield Reactants: ClC1=C(C=NC2=C(C=C(C=C12)[N+](=O)[O-])OC)C#N (4-chloro-8-methoxy-6-nitro-quinoline-3-carbonitrile), BrC=1C=C(N)C=CC1 (3-bromo aniline), C([O-])(O)=O.[Na+] (sodium bicarbonate). Reported procedure: A mixture of 1.9 g (7.6 mmol) of 4-chloro-8-methoxy-6-nitro-quinoline-3-carbonitrile and 0.86 ml (8.3 mmol) of 3-bromo aniline in 95 ml ethanol was refluxed under nitrogen for 5 hours. The reaction mixture was poured into diluted sodium bicarbonate solution. Ethanol was removed under vacuum. The mixture was diluted with ethyl acetate and the organic layer was separated and dried over sodium chloride. The solution was concentrated and solid was collected and then washed with hexane. Upon drying, ... Yields the product [N+](=O)([O-])C=1C=C2C(=C(C=NC2=C(C1)OC)C#N)NC1=CC(=CC=C1)Br (6-Nitro-4-(3-bromo-phenylamino)-8-methoxy-quinoline-3-carbonitrile). The solvent is C(C)O (ethanol). The yield is 75.8%. As a reaction SMILES: Cl[C:2]1[C:11]2[C:6](=[C:7]([O:15][CH3:16])[CH:8]=[C:9]([N+:12]([O-:14])=[O:13])[CH:10]=2)[N:5]=[CH:4][C:3]=1[C:17]#[N:18].[Br:19][C:20]1[CH:21]=[C:22]([CH:24]=[CH:25][CH:26]=1)[NH2:23].C(=O)(O)[O-].[Na+]>C(O)C>[N+:12]([C:9]1[CH:10]=[C:11]2[C:6](=[C:7]([O:15][CH3:16])[CH:8]=1)[N:5]=[CH:4][C:3]([C:17]#[N:18])=[C:2]2[NH:23][C:22]1[CH:24]=[CH:25][CH:26]=[C:20]([Br:19])[CH:21]=1)([O-:14])=[O:13] |f:2.3|. Starting materials: CC(=O)[O-], CS(C)=O, O=C1OC2(CCN(C(=O)C3(c4ccc(-c5ccc(F)nc5)cc4)CC3)C2)c2ccccc21, Nc1ccccc1, [NH4+], Oc1ccccc1. The product is O=C1OC2(CCN(C(=O)C3(c4ccc(-c5ccc(O)nc5)cc4)CC3)C2)c2ccccc21. As a reaction SMILES: [CH3:34][C:35]([O-:36])=[O:37].[CH3:38][S:39](=[O:40])[CH3:41].[F:1][c:2]1[cH:3][cH:4][c:5](-[c:8]2[cH:9][cH:10][c:11]([C:14]3([C:17](=[O:18])[N:19]4[CH2:20][C:21]5([O:22][C:23](=[O:30])[c:24]6[c:25]5[cH:26][cH:27][cH:28][cH:29]6)[CH2:31][CH2:32]4)[CH2:15][CH2:16]3)[cH:12][cH:13]2)[cH:6][n:7]1.[NH2:49][c:50]1[cH:51][cH:52][cH:53][cH:54][cH:55]1.[NH4+:33].[OH:42][c:43]1[cH:44][cH:45][cH:46][cH:47][cH:48]1>>[c:2]1([OH:36])[cH:3][cH:4][c:5](-[c:8]2[cH:9][cH:10][c:11]([C:14]3([C:17](=[O:18])[N:19]4[CH2:20][C:21]5([O:22][C:23](=[O:30])[c:24]6[c:25]5[cH:26][cH:27][cH:28][cH:29]6)[CH2:31][CH2:32]4)[CH2:15][CH2:16]3)[cH:12][cH:13]2)[cH:6][n:7]1. Starting materials: CCN(CC)S(F)(F)F, [Na+], O=C([O-])O, CC(C)(C)N1CCNCC1(C(=O)O)c1ccc2c(CCO)cccc2n1. Product: CC(C)(C)N1CCNCC1(C(=O)O)c1ccc2c(CCF)cccc2n1. Reaction SMILES: [CH2:1]([N:2]([S:3]([F:4])([F:5])[F:7])[CH2:6][CH3:8])[CH3:9].[Na+:40].[O-:36][C:37]([OH:38])=[O:39].[OH:10][CH2:11][CH2:12][c:13]1[c:14]2[cH:15][cH:16][c:17]([C:23]3([C:33](=[O:34])[OH:35])[N:24]([C:29]([CH3:30])([CH3:31])[CH3:32])[CH2:25][CH2:26][NH:27][CH2:28]3)[n:18][c:19]2[cH:20][cH:21][cH:22]1>>[F:7][CH2:11][CH2:12][c:13]1[c:14]2[cH:15][cH:16][c:17]([C:23]3([C:33](=[O:34])[OH:35])[N:24]([C:29]([CH3:30])([CH3:31])[CH3:32])[CH2:25][CH2:26][NH:27][CH2:28]3)[n:18][c:19]2[cH:20][cH:21][cH:22]1. Procedure details: To a solution of 8.3 g (25.8 mmol) 4-(2-bromo-phenyl)-2-methyl-pyrimidine-5-carboxylic acid ethyl ester in 10 ml ethanol 1.55 g (38.6 mmol) NaOH in 20 ml H2O was added. After stirring for 1 hr., the reaction mixture was washed with 100 ml diethylether. The pH of the aqueous phase was adjusted to 1 with 25% HCl and than extracted twice with 200 ml CH2Cl2. The combined organic layers were dried (MgSO4), filtrated and evaporated to give 7.0 g (92%) 4-(2-bromo-phenyl)-2-methyl-pyrimidine-5-carboxyli... Solvent: O (H2O). The product is BrC1=C(C=CC=C1)C1=NC(=NC=C1C(=O)O)C (4-(2-bromo-phenyl)-2-methyl-pyrimidine-5-carboxylic acid). Reaction SMILES: C([O:3][C:4]([C:6]1[C:7]([C:13]2[CH:18]=[CH:17][CH:16]=[CH:15][C:14]=2[Br:19])=[N:8][C:9]([CH3:12])=[N:10][CH:11]=1)=[O:5])C.C(O)C>O>[Br:19][C:14]1[CH:15]=[CH:16][CH:17]=[CH:18][C:13]=1[C:7]1[C:6]([C:4]([OH:5])=[O:3])=[CH:11][N:10]=[C:9]([CH3:12])[N:8]=1. Isolated yield 92.6%. Conditions: time 1 hour. The reactants are C(C)OC(=O)C=1C(=NC(=NC1)C)C1=C(C=CC=C1)Br (4-(2-bromo-phenyl)-2-methyl-pyrimidine-5-carboxylic acid ethyl ester), C(C)O (ethanol). Starting materials: FC1=NC=CC(=C1)C1=CC(=NC=C1)NC1CCOCC1 (2′-Fluoro-N-(tetrahydro-2H-pyran-4-yl)-4,4′-bipyridin-2-amine), Cl (HCl), [OH-].[Na+] (NaOH). Reaction conditions: temperature 95 celsius. Yields the product O1CCC(CC1)NC1=NC=CC(=C1)C1=CC(NC=C1)=O (4-(2-(tetrahydro-2H-pyran-4-ylamino)pyridin-4-yl)pyridin-2(1H)-one). The yield is 98.0%. As a reaction SMILES: F[C:2]1[CH:7]=[C:6]([C:8]2[CH:13]=[CH:12][N:11]=[C:10]([NH:14][CH:15]3[CH2:20][CH2:19][O:18][CH2:17][CH2:16]3)[CH:9]=2)[CH:5]=[CH:4][N:3]=1.Cl.[OH-:22].[Na+]>>[O:18]1[CH2:19][CH2:20][CH:15]([NH:14][C:10]2[CH:9]=[C:8]([C:6]3[CH:5]=[CH:4][NH:3][C:2](=[O:22])[CH:7]=3)[CH:13]=[CH:12][N:11]=2)[CH2:16][CH2:17]1 |f:2.3|. Procedure details: 2′-Fluoro-N-(tetrahydro-2H-pyran-4-yl)-4,4′-bipyridin-2-amine (0.64 g, 2.3 mmol) was combined with 1M HCl (25 mL, 25 mmol) and heated to 95° C. for 3 hours. Upon cooling, the mixture was neutralized (pH 7-8) with of 1M NaOH (25 mL). The resulting slurry was cooled to 0° C. and filtered. The solids were washed with water and dried to give 4-(2-(tetrahydro-2H-pyran-4-ylamino)pyridin-4-yl)pyridin-2(1H)-one (0.62 g, 2.3 mmol, 98% yield) as a solid. Starting materials: CC#N, C[Si](C)(C)Cl, [I-], [Na+], COc1cc(Cc2cnc(SCCCCCCCCc3ccccc3)[nH]c2=O)ccn1. The product is O=c1cc(Cc2cnc(SCCCCCCCCc3ccccc3)[nH]c2=O)cc[nH]1. Reaction SMILES: [CH3:39][C:40]#[N:41].[Cl:32][Si:33]([CH3:34])([CH3:35])[CH3:36].[I-:38].[Na+:37].[c:1]1([CH2:7][CH2:8][CH2:9][CH2:10][CH2:11][CH2:12][CH2:13][CH2:14][S:15][c:16]2[n:17][cH:18][c:19]([CH2:23][c:24]3[cH:25][c:26]([O:30][CH3:31])[n:27][cH:28][cH:29]3)[c:20](=[O:22])[nH:21]2)[cH:2][cH:3][cH:4][cH:5][cH:6]1>>[c:1]1([CH2:7][CH2:8][CH2:9][CH2:10][CH2:11][CH2:12][CH2:13][CH2:14][S:15][c:16]2[n:17][cH:18][c:19]([CH2:23][c:24]3[cH:25][c:26](=[O:30])[nH:27][cH:28][cH:29]3)[c:20](=[O:22])[nH:21]2)[cH:2][cH:3][cH:4][cH:5][cH:6]1.